This data is from the Open Reaction Database (ORD), a public repository of structured organic reaction records. The task is: describe an organic reaction: reactants, conditions, products, and yield The reactants are C(CCC)[N+](CCCC)(CCCC)CCCC.COC(=O)[C@@H]1[C@@H](C(N1S(=O)(=O)[O-])=O)NC(=O)OCC1=CC=CC=C1 ((cis)-4-(methoxycarbonyl)-2-oxo-3-[[(phenylmethoxy)carbonyl]amino]-1-azetidinesulfonic acid, tetrabutylammonium salt). Reagents/catalysts: [Pd] (palladium on charcoal). Solvent: CO (methanol). Run at temperature -50 celsius, time 16 hour. Yields the product N[C@@H]1C(N([C@@H]1C(=O)OC)S(=O)(=O)O)=O ((cis)-3-Amino-4-(methoxycarbonyl)-2-oxo-1-azetidinesulfonic acid). The yield is 71.9%. RXN SMILES: C([N+](CCCC)(CCCC)CCCC)CCC.[CH3:18][O:19][C:20]([C@H:22]1[N:25]([S:26]([O-:29])(=[O:28])=[O:27])[C:24](=[O:30])[C@H:23]1[NH:31]C(OCC1C=CC=CC=1)=O)=[O:21]>CO.[Pd]>[NH2:31][C@H:23]1[C@@H:22]([C:20]([O:19][CH3:18])=[O:21])[N:25]([S:26]([OH:29])(=[O:27])=[O:28])[C:24]1=[O:30] |f:0.1|. Procedure: A solution of 186 mg of (cis)-4-(methoxycarbonyl)-2-oxo-3-[[(phenylmethoxy)carbonyl]amino]-1-azetidinesulfonic acid, tetrabutylammonium salt in 2 ml of methanol is hydrogenated over 10% palladium on charcoal (95 mg) for 1.5 hours at 1 atmosphere. The catalyst is filtered off and rinsed with dichloromethane and the filtrate is treated with 97% formic acid and cooled to -50° C. (the presence of a seed crystal at this stage is necessary to induce crystallization). After crystallization commences, t...